Dataset: the Open Reaction Database (ORD), a public repository of structured organic reaction records. Task: describe an organic reaction: reactants, conditions, products, and yield The solvent is O1CCCC1. The reagents and catalysts are O1B(OC(C)(C)C1(C)C)B2OC(C)(C)C(O2)(C)C, O=C1C=CC=2C=CC=C(C3=CN=C(C=C3)C=4N=CC=CC4)C2N1, [K].OC(C)(C)C, C[OH2+].C[OH2+].C1CC=CCCC=C1.C1CC=CCCC=C1.[Ir].[Ir]. The reactants are O=C(C=1C=CC=C(Cl)C1)N(C(C)C)C(C)C. Isolated yield 95.0%. Conditions: temperature 80 celsius, time 12 hour. Procedure: In an argon filled glove box, a 5.0 mL wheaton microreactor was charged with [Ir(cod)(OMe)]2 (1.98 mg, 1.5 mol%), L1 ligand (2.1 mg, 3.5 mol%), B2pin2 (50.8 mg, 1.0 equiv.), KOtBu (1.0 mg, 4.5 mol%), and dry THF (1.0 mL). The reaction mixture was stirred for 2 minutes at room temperature. To this mixture, 3-chloro-N,N-diisopropylbenzamide (47.9 mg, 0.2 mmol) was added. The microreactor was capped with a teflon pressure cap and placed into pre-heated aluminum block at 80 oC. The reaction mixture ... The product is O=C(C=1C=C(Cl)C=C(C1)B2OC(C)(C)C(O2)(C)C)N(C(C)C)C(C)C. The reactants are C(C1=CC=CC=C1)N(CC(=O)C1=CC=C(C(C(=O)N)=C1)O)CC1=CC=CC=C1 (5-[2-(dibenzylamino)acetyl]salicylamide), C(C)(=O)O (acetic acid). The reagents and catalysts are [Pd] (palladium/carbon). Run in CO (methanol). Conditions: time 16 hour. Yields the product NCC(O)C1=CC=C(C(C(=O)N)=C1)O (5-(2-AMINO-1-HYDROXYETHYL)SALICYLAMIDE). Reaction SMILES: C([N:8](CC1C=CC=CC=1)[CH2:9][C:10]([C:12]1[CH:20]=[C:16]([C:17]([NH2:19])=[O:18])[C:15]([OH:21])=[CH:14][CH:13]=1)=[O:11])C1C=CC=CC=1.C(O)(=O)C>CO.[Pd]>[NH2:8][CH2:9][CH:10]([C:12]1[CH:20]=[C:16]([C:17]([NH2:19])=[O:18])[C:15]([OH:21])=[CH:14][CH:13]=1)[OH:11]. Procedure details: To 5-[2-(dibenzylamino)acetyl]salicylamide (75.0 g, 0.200 mmol) and acetic acid (24.0 g, 0.40 mmol) in 1.0 liter methanol, add 5% palladium/carbon (40.0 g). Hydrogenate at 3 atmospheres for 16 hours. Filter the catalyst, concentrate slightly and adjust the volume to give a solution of the title compound of the desired molarity. The reactants are N-(2-Methyl-5-aminophenyl)-4-(3-4-methyl-pyridyl)-2-pyrimidine-amine, Cl (HCl), C1=CC(=CC=C1CCl)C(=O)O (α-chloro-p-toluylic acid), CN1CCNCC1 (4-methyl-piperazine). The reagents and catalysts are [Pd] (palladium on carbon). Run in C(C)O (ethanol). Product: CN1CCN(CC1)CC1=CC=C(C(=O)O)C=C1.Cl.Cl (dihydrochloride 4-(4-methyl-piperazin-1-ylmethyl)-benzoic acid). RXN SMILES: [CH:1]1[C:6]([CH2:7][Cl:8])=[CH:5][CH:4]=[C:3]([C:9]([OH:11])=[O:10])[CH:2]=1.[CH3:12][N:13]1[CH2:18][CH2:17][NH:16][CH2:15][CH2:14]1.[ClH:19]>[Pd].C(O)C>[CH3:12][N:13]1[CH2:18][CH2:17][N:16]([CH2:7][C:6]2[CH:5]=[CH:4][C:3]([C:9]([OH:11])=[O:10])=[CH:2][CH:1]=2)[CH2:15][CH2:14]1.[ClH:8].[ClH:19] |f:5.6.7|. Procedure: Referencing scheme 1 below, the synthesis begins with treatment of 2-methyl-5-nitroaniline (1) with 65% nitric acid in ethanol followed by the addition of cyanoamide to give the corresponding 2-methyl-5-nitroaniline-guanidine nitrate (2). Once completed, 3-acetylpyridine (3) is first reacted with phenyl chloroformate at nitrogen position and then regioselectively alkylated using Grignard reagents and catalytic amounts of copper (I) iodide to obtain intermediate dihydropyridine. The dihydropyridi... Yields the product O=C1OCC2CNCCN12. RXN SMILES: [Cl:21][CH2:22][Cl:23].[F:14][C:15]([F:16])([F:17])[C:18]([OH:19])=[O:20].[O:1]=[C:2]1[O:3][CH2:4][CH:5]2[N:6]1[CH2:7][CH2:8][N:9]([C:11]([O-:12])=[O:13])[CH2:10]2>>[O:1]=[C:2]1[O:3][CH2:4][CH:5]2[N:6]1[CH2:7][CH2:8][NH:9][CH2:10]2. Reactants: ClCCl, O=C(O)C(F)(F)F, O=C([O-])N1CCN2C(=O)OCC2C1.